This data is from the Open Reaction Database (ORD), a public repository of structured organic reaction records. The task is: describe an organic reaction: reactants, conditions, products, and yield Starting materials: CC#CCO, [Cl-], CC1CCC(C)N(c2ncnc(Cl)c2F)CC1, [H-], [NH4+], [Na+], C1CCOC1. Yields the product CC#CCOc1ncnc(N2CCC(C)CCC2C)c1F. As a reaction SMILES: [CH2:3]([C:4]#[C:5][CH3:6])[OH:7].[Cl-:25].[Cl:8][c:9]1[c:10]([F:24])[c:11]([N:15]2[CH:16]([CH3:23])[CH2:17][CH2:18][CH:19]([CH3:22])[CH2:20][CH2:21]2)[n:12][cH:13][n:14]1.[H-:1].[NH4+:26].[Na+:2].[O:27]1[CH2:28][CH2:29][CH2:30][CH2:31]1>>[CH2:3]([C:4]#[C:5][CH3:6])[O:7][c:9]1[c:10]([F:24])[c:11]([N:15]2[CH:16]([CH3:23])[CH2:17][CH2:18][CH:19]([CH3:22])[CH2:20][CH2:21]2)[n:12][cH:13][n:14]1. The reactants are C1=C(C=CC2=CC=CC=C12)CN(C(OCC)=O)C1CCN(CC1)C=1N=CC=C2C1OC=C2 (Ethyl N-(2-naphthylmethyl)-N-[1-(furo[2,3-c]pyridin-7-yl)piperidin-4-yl]-carbamate), [H-].[H-].[H-].[H-].[Li+].[Al+3] (LiAlH4), [OH-].[Na+] (sodium hydroxide), O (water), O (water). Solvent: O1CCCC1 (tetrahydrofuran), O1CCCC1 (tetrahydrofuran). Conditions: time 3 hour. The product is O1C=CC=2C1=C(N=CC2)N2CCC(CC2)N(CC2=CC1=CC=CC=C1C=C2)C (1-Furo[2,3-c]pyridin-7-yl-N-methyl-N-(2-naphthylmethyl)-4-piperidinamine). As a reaction SMILES: [CH:1]1[C:10]2[C:5](=[CH:6][CH:7]=[CH:8][CH:9]=2)[CH:4]=[CH:3][C:2]=1[CH2:11][N:12]([CH:18]1[CH2:23][CH2:22][N:21]([C:24]2[N:25]=[CH:26][CH:27]=[C:28]3[CH:32]=[CH:31][O:30][C:29]=23)[CH2:20][CH2:19]1)[C:13](=O)OCC.[H-].[H-].[H-].[H-].[Li+].[Al+3].O.[OH-].[Na+]>O1CCCC1>[O:30]1[C:29]2=[C:24]([N:21]3[CH2:20][CH2:19][CH:18]([N:12]([CH3:13])[CH2:11][C:2]4[CH:3]=[CH:4][C:5]5[C:10](=[CH:9][CH:8]=[CH:7][CH:6]=5)[CH:1]=4)[CH2:23][CH2:22]3)[N:25]=[CH:26][CH:27]=[C:28]2[CH:32]=[CH:31]1 |f:1.2.3.4.5.6,8.9|. Reported procedure: A solution of 700 mg of the product obtained in Step A in 20 ml of tetrahydrofuran is added at 0° C. to a suspension of 123 mg of LiAlH4 in 20 ml of tetrahydrofuran. The whole is stirred for 3 hours at ambient temperature and then hydrolysed with 0.17 ml of water, 0.5 ml of 20% sodium hydroxide solution and 0.70 ml of water. The whole is filtered, evaporated and purified by chromatography on silica gel (dichloromethane/ethanol: 95/5), enabling the expected product to be isolated. Starting materials: C(C)#N (acetonitrile), CC1=C(C=C(C(=C1)C)SCC(F)(F)F)O (2,4-dimethyl-5-(2,2,2-trifluoroethylthio)phenol), BrCCCCCCBr (1,6-dibromohexane), C([O-])([O-])=O.[K+].[K+] (potassium carbonate). The reagents and catalysts are [Br-].C(CCC)[N+](CCCC)(CCCC)CCCC (tetra-n-butylammonium bromide). Solvent: C(C)(=O)OCC (ethyl acetate), CCCCCC (n-hexane). Product: BrCCCCCCOC1=C(C=C(C(=C1)SCC(F)(F)F)C)C (6-bromohexyl-[2,4-dimethyl-5-(2,2,2-trifluoroethylthio)phenyl]ether). The yield is 97.0%. RXN SMILES: C(#N)C.[CH3:4][C:5]1[CH:10]=[C:9]([CH3:11])[C:8]([S:12][CH2:13][C:14]([F:17])([F:16])[F:15])=[CH:7][C:6]=1[OH:18].[Br:19][CH2:20][CH2:21][CH2:22][CH2:23][CH2:24][CH2:25]Br.C(=O)([O-])[O-].[K+].[K+]>[Br-].C([N+](CCCC)(CCCC)CCCC)CCC.C(OCC)(=O)C.CCCCCC>[Br:19][CH2:20][CH2:21][CH2:22][CH2:23][CH2:24][CH2:25][O:18][C:6]1[CH:7]=[C:8]([S:12][CH2:13][C:14]([F:17])([F:16])[F:15])[C:9]([CH3:11])=[CH:10][C:5]=1[CH3:4] |f:3.4.5,6.7|. Procedure: To 60 ml of acetonitrile were added 1.14 g (4.83 mmol) of 2,4-dimethyl-5-(2,2,2-trifluoroethylthio)phenol, 4.71 g (19.31 mmol) of 1,6-dibromohexane, 0.73 g (5.28 mmol) of potassium carbonate and catalytic amount of tetra-n-butylammonium bromide. The mixture was refluxed for 3 hours under heating. The mixture was allowed to cool to room temperature, and insoluble matters were removed by filtration. Then the solvent of filtrate was distilled off under reduced pressure, and the residue was purified... Starting materials: O=C(NC1(CO)CC1)OCc1ccccc1, CS(=O)(=O)Cl, CCN(C(C)C)C(C)C, ClCCl. The product is CS(=O)(=O)OCC1(NC(=O)OCc2ccccc2)CC1. As a reaction SMILES: [C:1](=[O:2])([O:3][CH2:4][c:5]1[cH:6][cH:7][cH:8][cH:9][cH:10]1)[NH:11][C:12]1([CH2:15][OH:16])[CH2:13][CH2:14]1.[CH3:26][S:27]([Cl:28])(=[O:29])=[O:30].[CH:17]([N:18]([CH2:19][CH3:20])[CH:21]([CH3:22])[CH3:23])([CH3:24])[CH3:25].[Cl:31][CH2:32][Cl:33]>>[C:1](=[O:2])([O:3][CH2:4][c:5]1[cH:6][cH:7][cH:8][cH:9][cH:10]1)[NH:11][C:12]1([CH2:15][O:16][S:27]([CH3:26])(=[O:29])=[O:30])[CH2:13][CH2:14]1. Reactants: FC1=CC=C(N)C=C1 (p-Fluoroaniline), C(C)(=O)C=1C(OC(=C(C1O)C(C)=O)O)=O (3,5-diacetyl-4,6-dihydroxy-2H-pyran-2-one). Yields the product C(C)(=O)C1=C(C(C(OC1=O)=O)=C(C)NC1=CC=C(C=C1)F)O (5-acetyl-3-[1-(p-fluorophenylamino)ethylidene]-4-hydroxy-2H-pyran-2,6-(3H)-dione). As a reaction SMILES: [F:1][C:2]1[CH:8]=[CH:7][C:5]([NH2:6])=[CH:4][CH:3]=1.[C:9]([C:12]1[C:13](=[O:23])[O:14][C:15]([OH:22])=[C:16]([C:19](=O)[CH3:20])[C:17]=1[OH:18])(=[O:11])[CH3:10]>CO>[C:9]([C:12]1[C:13](=[O:23])[O:14][C:15](=[O:22])[C:16](=[C:19]([NH:6][C:5]2[CH:7]=[CH:8][C:2]([F:1])=[CH:3][CH:4]=2)[CH3:20])[C:17]=1[OH:18])(=[O:11])[CH3:10]. Procedure: p-Fluoroaniline (2.2 g., 0.02 m.) is added to a hot solution of 4.24 g. (0.02 m.) of 3,5-diacetyl-4,6-dihydroxy-2H-pyran-2-one in 150 ml. of methanol. The mixture is refluxed overnight and filtered to give 5-acetyl-3-[1-(p-fluorophenylamino)ethylidene]-4-hydroxy-2H-pyran-2,6-(3H)-dione, m.p. 199°-201° C. Run in CO (methanol). Reactants: C(C1=CC=CC=C1)OC1=C(C(=NC2=CC=CC=C12)CSCCCCCCC)C (4-(benzyloxy)-2-[(heptylsulfanyl)methyl]-3-methylquinoline), ClC1=CC(=CC=C1)C(=O)OO (m-chloroperbenzoic acid), [OH-].[Na+] (sodium hydroxide). Solvent: ClCCl (dichloromethane). Conditions: time 5 hour. Yields the product C(C1=CC=CC=C1)OC1=C(C(=NC2=CC=CC=C12)CS(=O)CCCCCCC)C (4-(benzyloxy)-2-[(heptylsulfinyl)methyl]-3-methylquinoline). Yield: 68.0%. RXN SMILES: [CH2:1]([O:8][C:9]1[C:18]2[C:13](=[CH:14][CH:15]=[CH:16][CH:17]=2)[N:12]=[C:11]([CH2:19][S:20][CH2:21][CH2:22][CH2:23][CH2:24][CH2:25][CH2:26][CH3:27])[C:10]=1[CH3:28])[C:2]1[CH:7]=[CH:6][CH:5]=[CH:4][CH:3]=1.ClC1C=CC=C(C(OO)=[O:37])C=1.[OH-].[Na+]>ClCCl>[CH2:1]([O:8][C:9]1[C:18]2[C:13](=[CH:14][CH:15]=[CH:16][CH:17]=2)[N:12]=[C:11]([CH2:19][S:20]([CH2:21][CH2:22][CH2:23][CH2:24][CH2:25][CH2:26][CH3:27])=[O:37])[C:10]=1[CH3:28])[C:2]1[CH:3]=[CH:4][CH:5]=[CH:6][CH:7]=1 |f:2.3|. Procedure details: To a solution of 4-(benzyloxy)-2-[(heptylsulfanyl)methyl]-3-methylquinoline (106 mg) in dichloromethane (5 mL) was added m-chloroperbenzoic acid (75%, 68 mg) at −30° C., followed by stirring for 5 hours while warming to room temperature. A 0.2M aqueous sodium hydroxide solution (20 mL) was added to the reaction mixture, followed by extraction with chloroform (50 mL). The organic layer was washed sequentially with water and saturated brine and then dried over anhydrous magnesium sulfate, and the ... Reactants: BrC=1C=C2C(=C(C(=NC2=CC1)CC(C)C)CN)C1=CC=CC=C1 ((6-bromo-2-isobutyl-4-phenylquinolin-3-yl)methylamine), CN1C(CCC1)=O (N-methylpyrrolidone). The reagents and catalysts are [C-]#N.[Zn+2].[C-]#N (zinc cyanide), C=1C=CC(=CC1)[P](C=2C=CC=CC2)(C=3C=CC=CC3)[Pd]([P](C=4C=CC=CC4)(C=5C=CC=CC5)C=6C=CC=CC6)([P](C=7C=CC=CC7)(C=8C=CC=CC8)C=9C=CC=CC9)[P](C=1C=CC=CC1)(C=1C=CC=CC1)C=1C=CC=CC1 (tetrakis(triphenylphosphine)palladium). Run at temperature 80 celsius, time 1 hour. Product: NCC=1C(=NC2=CC=C(C=C2C1C1=CC=CC=C1)C#N)CC(C)C (3-(aminomethyl)-2-isobutyl-4-phenylquinoline-6-carbonitrile). Isolated yield 19.0%. As a reaction SMILES: Br[C:2]1[CH:3]=[C:4]2[C:9](=[CH:10][CH:11]=1)[N:8]=[C:7]([CH2:12][CH:13]([CH3:15])[CH3:14])[C:6]([CH2:16][NH2:17])=[C:5]2[C:18]1[CH:23]=[CH:22][CH:21]=[CH:20][CH:19]=1.[CH3:24][N:25]1CCCC1=O>[C-]#N.[Zn+2].[C-]#N.C1C=CC([P]([Pd]([P](C2C=CC=CC=2)(C2C=CC=CC=2)C2C=CC=CC=2)([P](C2C=CC=CC=2)(C2C=CC=CC=2)C2C=CC=CC=2)[P](C2C=CC=CC=2)(C2C=CC=CC=2)C2C=CC=CC=2)(C2C=CC=CC=2)C2C=CC=CC=2)=CC=1>[NH2:17][CH2:16][C:6]1[C:7]([CH2:12][CH:13]([CH3:15])[CH3:14])=[N:8][C:9]2[C:4]([C:5]=1[C:18]1[CH:23]=[CH:22][CH:21]=[CH:20][CH:19]=1)=[CH:3][C:2]([C:24]#[N:25])=[CH:11][CH:10]=2 |f:2.3.4,^1:39,41,60,79|. Procedure details: A solution of (6-bromo-2-isobutyl-4-phenylquinolin-3-yl)methylamine (0.20 g, 0.54 mmol) in N-methylpyrrolidone (8 ml) was stirred under a nitrogen atmosphere at 80° C. for 15 min. To the reaction mixture were added zinc cyanide (0.038 g, 0.32 mmol) and tetrakis(triphenylphosphine)palladium (0.032 g, 0.027 mmol), and the mixture was further stirred under a nitrogen atmosphere at 80° C. for 1 hr. The reaction mixture was partitioned between ethyl acetate (50 ml) and 28% aqueous ammonia (6 ml)-satu... Reactants: CC(C)(C)OC(=O)N1CCC(C(N)=O)(c2ccc3ccccc3c2)CC1, Cl, C1COCCO1. Product: Cl, NC(=O)C1(c2ccc3ccccc3c2)CCNCC1. RXN SMILES: [C:1]([O:2][C:3](=[O:4])[N:8]1[CH2:9][CH2:10][C:11]([C:14](=[O:15])[NH2:16])([c:17]2[cH:18][c:19]3[cH:20][cH:21][cH:22][cH:23][c:24]3[cH:25][cH:26]2)[CH2:12][CH2:13]1)([CH3:5])([CH3:6])[CH3:7].[ClH:27].[O:28]1[CH2:29][CH2:30][O:31][CH2:32][CH2:33]1>>[ClH:27].[NH:8]1[CH2:9][CH2:10][C:11]([C:14](=[O:15])[NH2:16])([c:17]2[cH:18][c:19]3[cH:20][cH:21][cH:22][cH:23][c:24]3[cH:25][cH:26]2)[CH2:12][CH2:13]1. Reactants: C(C)C1C(CC(C(C(OC(C2CCCCN2C(C(C2(C(CC(C(C(CC(CC(=C1)C)C)OC)O2)OC)C)O)=O)=O)=O)C(=CC2CC(C(CC2)O)OC)C)C)O)=O (17-ethyl-1,14-dihydroxy-12-[2'-(4"-hydroxy-3"-methoxycyclohexyl)-1'-methylvinyl]-23,25-dimethoxy-13,19,21,27-tetramethyl-11,28-dioxa-4-azatricyclo[22.3.1.04,9 ]octacos-18-ene-2,3,10,16-tetraone), ClC(C(OCC=CC1=CC=C(C=C1)F)=N)(Cl)Cl (p-fluorocinnamyl trichloroacetimidate), FC(S(=O)(=O)O)(F)F (Trifluoromethanesulfonic acid). Yields the product C(C)C1C(CC(C(C(OC(C2CCCCN2C(C(C2(C(CC(C(C(CC(CC(=C1)C)C)OC)O2)OC)C)O)=O)=O)=O)C(=CC2CC(C(CC2)OCC=CC2=CC=C(C=C2)F)OC)C)C)O)=O (17-Ethyl-1,14-dihydroxy-12-[2'-(4"-p-fluorocinnamyloxy-3"-methoxycyclohexyl)-1'-methylvinyl]-23,25-dimethoxy-13,19,21,27-tetramethyl-11,28-dioxa-4-azatricyclo[22.3.1.04,9 ]octacos-18-ene-2,3,10,16-tetraone). RXN SMILES: [CH2:1]([CH:3]1[CH:29]=[C:28]([CH3:30])[CH2:27][CH:26]([CH3:31])[CH2:25][CH:24]([O:32][CH3:33])[CH:23]2[O:34][C:19]([OH:38])([CH:20]([CH3:37])[CH2:21][CH:22]2[O:35][CH3:36])[C:18](=[O:39])[C:17](=[O:40])[N:16]2[CH:11]([CH2:12][CH2:13][CH2:14][CH2:15]2)[C:10](=[O:41])[O:9][CH:8]([C:42]([CH3:53])=[CH:43][CH:44]2[CH2:49][CH2:48][CH:47]([OH:50])[CH:46]([O:51][CH3:52])[CH2:45]2)[CH:7]([CH3:54])[CH:6]([OH:55])[CH2:5][C:4]1=[O:56])[CH3:2].ClC(Cl)(Cl)C(=N)O[CH2:61][CH:62]=[CH:63][C:64]1[CH:69]=[CH:68][C:67]([F:70])=[CH:66][CH:65]=1.FC(F)(F)S(O)(=O)=O>>[CH2:1]([CH:3]1[CH:29]=[C:28]([CH3:30])[CH2:27][CH:26]([CH3:31])[CH2:25][CH:24]([O:32][CH3:33])[CH:23]2[O:34][C:19]([OH:38])([CH:20]([CH3:37])[CH2:21][CH:22]2[O:35][CH3:36])[C:18](=[O:39])[C:17](=[O:40])[N:16]2[CH:11]([CH2:12][CH2:13][CH2:14][CH2:15]2)[C:10](=[O:41])[O:9][CH:8]([C:42]([CH3:53])=[CH:43][CH:44]2[CH2:49][CH2:48][CH:47]([O:50][CH2:61][CH:62]=[CH:63][C:64]3[CH:69]=[CH:68][C:67]([F:70])=[CH:66][CH:65]=3)[CH:46]([O:51][CH3:52])[CH2:45]2)[CH:7]([CH3:54])[CH:6]([OH:55])[CH2:5][C:4]1=[O:56])[CH3:2]. Procedure details: To a solution of 17-ethyl-1,14-dihydroxy-12-[2'-(4"-hydroxy-3"-methoxycyclohexyl)-1'-methylvinyl]-23,25-dimethoxy-13,19,21,27-tetramethyl-11,28-dioxa-4-azatricyclo[22.3.1.04,9 ]octacos-18-ene-2,3,10,16-tetraone (200 mg in 6 ml 33% methylene chloride in cyclohexane), p-fluorocinnamyl trichloroacetimidate (112 μl neat) was added and the reagents allowed to mix for 5 minutes. Trifluoromethanesulfonic acid (7 μl neat) was added slowly via syringe and the mixture stirred at room temperature. After 20...